This data is from the Open Reaction Database (ORD), a public repository of structured organic reaction records. The task is: describe an organic reaction: reactants, conditions, products, and yield The reactants are FC(C(=O)O)(F)F (trifluoroacetic acid), OC1=C(C(=O)NC2=C(C(=O)OC(C)(C)C)C=CC(=C2)C2=C(C=CC=C2)OC)C=C(C=C1)C1=CC=NC=C1 (tert-butyl 2-(2-hydroxy-5-(pyridin-4-yl)benzamido)-4-(2-methoxyphenyl)benzoate). The product is OC1=C(C(=O)NC2=C(C(=O)O)C=CC(=C2)C2=C(C=CC=C2)OC)C=C(C=C1)C1=CC=NC=C1 (2-(2-hydroxy-5-(pyridin-4-yl)benzamido)-4-(2-methoxyphenyl)benzoic acid). Reaction SMILES: FC(F)(F)C(O)=O.[OH:8][C:9]1[CH:38]=[CH:37][C:36]([C:39]2[CH:44]=[CH:43][N:42]=[CH:41][CH:40]=2)=[CH:35][C:10]=1[C:11]([NH:13][C:14]1[CH:26]=[C:25]([C:27]2[CH:32]=[CH:31][CH:30]=[CH:29][C:28]=2[O:33][CH3:34])[CH:24]=[CH:23][C:15]=1[C:16]([O:18]C(C)(C)C)=[O:17])=[O:12]>>[OH:8][C:9]1[CH:38]=[CH:37][C:36]([C:39]2[CH:40]=[CH:41][N:42]=[CH:43][CH:44]=2)=[CH:35][C:10]=1[C:11]([NH:13][C:14]1[CH:26]=[C:25]([C:27]2[CH:32]=[CH:31][CH:30]=[CH:29][C:28]=2[O:33][CH3:34])[CH:24]=[CH:23][C:15]=1[C:16]([OH:18])=[O:17])=[O:12]. Reported procedure: A trifluoroacetic acid (4.0 mL) solution of the obtained tert-butyl 2-(2-hydroxy-5-(pyridin-4-yl)benzamido)-4-(2-methoxyphenyl)benzoate was stirred at room temperature for 1 hour and 30 minutes. The solvent was evaporated under reduced pressure, and toluene was added to the residue. The solvent was evaporated under reduced pressure, and diisopropyl ether was added to the obtained residue. The solid substance was collected by filtration to obtain 0.027 g of 2-(2-hydroxy-5-(pyridin-4-yl)benzamido)... The reactants are OCCCN1N=CC(=C1)C=O (1-(3-hydroxy-propyl)-1H-pyrazole-4-carbaldehyde), FC1=CC=C(C=C1)C=1C(=NC=CN1)N1CCNCC1 (3′-(4-fluoro-phenyl)-3,4,5,6-tetrahydro-2H-[1,2′]bipyrazinyl), ClCCCl (DCE), C(C)(=O)O[BH-](OC(C)=O)OC(C)=O.[Na+] (sodium triacetoxyborohydride). Run at time 18 hour. The product is Cl.FC1=CC=C(C=C1)C=1C(=NC=CN1)N1CCN(CC1)CC=1C=NN(C1)CCCO (3-{4-[3′-(4-Fluoro-phenyl)-2,3,5,6-tetrahydro-[1,2′]bipyrazinyl-4-ylmethyl]-pyrazol-1-yl}-propan-1-ol hydrochloride). Isolated yield 45.0%. As a reaction SMILES: [F:1][C:2]1[CH:7]=[CH:6][C:5]([C:8]2[C:9]([N:14]3[CH2:19][CH2:18][NH:17][CH2:16][CH2:15]3)=[N:10][CH:11]=[CH:12][N:13]=2)=[CH:4][CH:3]=1.[OH:20][CH2:21][CH2:22][CH2:23][N:24]1[CH:28]=[C:27]([CH:29]=O)[CH:26]=[N:25]1.C(O[BH-](OC(=O)C)OC(=O)C)(=O)C.[Na+].[Cl:45]CCCl>>[ClH:45].[F:1][C:2]1[CH:7]=[CH:6][C:5]([C:8]2[C:9]([N:14]3[CH2:15][CH2:16][N:17]([CH2:29][C:27]4[CH:26]=[N:25][N:24]([CH2:23][CH2:22][CH2:21][OH:20])[CH:28]=4)[CH2:18][CH2:19]3)=[N:10][CH:11]=[CH:12][N:13]=2)=[CH:4][CH:3]=1 |f:2.3,5.6|. Procedure: Dissolve 3′-(4-fluoro-phenyl)-3,4,5,6-tetrahydro-2H-[1,2′]bipyrazinyl (0.150 g, 0.581 mmol) in DCE (5 mL). Add 1-(3-hydroxy-propyl)-1H-pyrazole-4-carbaldehyde (0.107 g, 0.697 mmol) followed by sodium triacetoxyborohydride (0.185 g, 0.872 mmol) and stir at room temperature for 18 hr. Purify via SCX chromatography, followed by silica gel chromatography (0:100 hexanes:ethyl acetate then 10:90 methanol:ethyl acetate), followed by reverse phase chromatography, SCX chromatography and silica gel chroma... Reactants: FC=1C=C(C=CC1)S(=O)(=O)N1C=C(C=C1C=1C(=NC=CC1)F)CN(C(OC(C)(C)C)=O)C (tert-butyl ({1-[(3-fluorophenyl)sulfonyl]-5-(2-fluoropyridin-3-yl)-1H-pyrrol-3-yl}methyl)methylcarbamate), C(C)(=O)OCC.Cl (hydrogen chloride-ethyl acetate). Run in C(C)O (ethanol). Conditions: time 1 hour. Product: Cl.FC=1C=C(C=CC1)S(=O)(=O)N1C=C(C=C1C=1C(=NC=CC1)F)CNC (1-{1-[(3-fluorophenyl)sulfonyl]-5-(2-fluoropyridin-3-yl)-1H-pyrrol-3-yl}-N-methylmethanamine hydrochloride). Isolated yield 54.0%. RXN SMILES: [F:1][C:2]1[CH:3]=[C:4]([S:8]([N:11]2[C:15]([C:16]3[C:17]([F:22])=[N:18][CH:19]=[CH:20][CH:21]=3)=[CH:14][C:13]([CH2:23][N:24](C)[C:25](=O)OC(C)(C)C)=[CH:12]2)(=[O:10])=[O:9])[CH:5]=[CH:6][CH:7]=1.C(OCC)(=O)C.[ClH:39]>C(O)C>[ClH:39].[F:1][C:2]1[CH:3]=[C:4]([S:8]([N:11]2[C:15]([C:16]3[C:17]([F:22])=[N:18][CH:19]=[CH:20][CH:21]=3)=[CH:14][C:13]([CH2:23][NH:24][CH3:25])=[CH:12]2)(=[O:9])=[O:10])[CH:5]=[CH:6][CH:7]=1 |f:1.2,4.5|. Procedure: To a solution of tert-butyl ({1-[(3-fluorophenyl)sulfonyl]-5-(2-fluoropyridin-3-yl)-1H-pyrrol-3-yl}methyl)methylcarbamate (194 mg) in ethanol (2 mL) was added 4 mol/L hydrogen chloride-ethyl acetate solution (4 mL), and the mixture was stirred at room temperature for 1 hr. The solvent was concentrated under reduced pressure, and the residue was recrystallized from ethanol to give the title compound (yield 90 mg, 54%). Reactants: C(C)(=O)N1C(C(C2=CC(=CC=C12)[N+](=O)[O-])=C(C1=CC=CC=C1)OCC)=O (1-acetyl-3-(1-ethoxy-1-phenyl-methylidene)-5-nitro-2-indolinone), CN(C)CC1=CC=C(N)C=C1 (4-dimethylaminomethyl-aniline), [OH-].[Na+] (sodium hydroxide). The solvent is CN(C)C=O (DMF), CO (methanol). Yields the product CN(C)CC1=CC=C(C=C1)N\C(\C1=CC=CC=C1)=C\1/C(NC2=CC=C(C=C12)[N+](=O)[O-])=O ((Z)-3-[1-(4-dimethylaminomethyl-phenylamino)-1-phenyl-methylidene]-5-nitro-2-indolinone). RXN SMILES: [C:1]([N:4]1[C:12]2[C:7](=[CH:8][C:9]([N+:13]([O-:15])=[O:14])=[CH:10][CH:11]=2)[C:6](=[C:16](OCC)[C:17]2[CH:22]=[CH:21][CH:20]=[CH:19][CH:18]=2)C1=O)(=[O:3])C.[CH3:27][N:28]([CH2:30][C:31]1[CH:37]=[CH:36][C:34]([NH2:35])=[CH:33][CH:32]=1)[CH3:29].[OH-].[Na+]>CN(C=O)C.CO>[CH3:29][N:28]([CH2:30][C:31]1[CH:32]=[CH:33][C:34]([NH:35]/[C:16](=[C:6]2\[C:1](=[O:3])[NH:4][C:12]3[C:7]\2=[CH:8][C:9]([N+:13]([O-:15])=[O:14])=[CH:10][CH:11]=3)/[C:17]2[CH:18]=[CH:19][CH:20]=[CH:21][CH:22]=2)=[CH:36][CH:37]=1)[CH3:27] |f:2.3|. Procedure details: Prepared analogously to Example 82 from 1-acetyl-3-(1-ethoxy-1-phenyl-methylidene)-5-nitro-2-indolinone and 4-dimethylaminomethyl-aniline in DMF and subsequent treatment with sodium hydroxide solution in methanol. The reactants are COC([C@H](NC([C@@H](NC([C@@H](NC([C@@H](NC([C@@H](NCC1=CC=CC=C1)CC1=CNC=N1)=O)CC1=CC=C(C=C1)OCC1=CC=CC=C1)=O)COCC1=CC=CC=C1)=O)CC1=CNC=N1)=O)C)=O (benzyl-L-histidyl-O-benzyl-L-tyrosyl-O-benzyl-L-seryl-L-histidyl-D-alanine methyl ester), C(C)N (ethylamine). The solvent is CO (methanol). Yields the product C(C)NC([C@H](NC([C@@H](NC([C@@H](NC([C@@H](NC([C@@H](NCC1=CC=CC=C1)CC1=CNC=N1)=O)CC1=CC=C(C=C1)OCC1=CC=CC=C1)=O)COCC1=CC=CC=C1)=O)CC1=CNC=N1)=O)C)=O (benzyl-L-histidyl-O-benzyl-L-tyrosyl-O-benzyl-L-seryl-L-histidyl-D-alanine N-ethylamide). RXN SMILES: C[O:2][C:3](=O)[C@@H:4]([CH3:65])[NH:5][C:6](=[O:64])[C@H:7]([CH2:58][C:59]1[N:63]=[CH:62][NH:61][CH:60]=1)[NH:8][C:9](=[O:57])[C@H:10]([CH2:48][O:49][CH2:50][C:51]1[CH:56]=[CH:55][CH:54]=[CH:53][CH:52]=1)[NH:11][C:12](=[O:47])[C@H:13]([CH2:32][C:33]1[CH:38]=[CH:37][C:36]([O:39][CH2:40][C:41]2[CH:46]=[CH:45][CH:44]=[CH:43][CH:42]=2)=[CH:35][CH:34]=1)[NH:14][C:15](=[O:31])[C@H:16]([CH2:25][C:26]1[N:30]=[CH:29][NH:28][CH:27]=1)[NH:17][CH2:18][C:19]1[CH:24]=[CH:23][CH:22]=[CH:21][CH:20]=1.[CH2:67]([NH2:69])[CH3:68]>CO>[CH2:67]([NH:69][C:3](=[O:2])[C@@H:4]([CH3:65])[NH:5][C:6](=[O:64])[C@H:7]([CH2:58][C:59]1[N:63]=[CH:62][NH:61][CH:60]=1)[NH:8][C:9](=[O:57])[C@H:10]([CH2:48][O:49][CH2:50][C:51]1[CH:56]=[CH:55][CH:54]=[CH:53][CH:52]=1)[NH:11][C:12](=[O:47])[C@H:13]([CH2:32][C:33]1[CH:38]=[CH:37][C:36]([O:39][CH2:40][C:41]2[CH:42]=[CH:43][CH:44]=[CH:45][CH:46]=2)=[CH:35][CH:34]=1)[NH:14][C:15](=[O:31])[C@H:16]([CH2:25][C:26]1[N:30]=[CH:29][NH:28][CH:27]=1)[NH:17][CH2:18][C:19]1[CH:24]=[CH:23][CH:22]=[CH:21][CH:20]=1)[CH3:68]. Procedure details: Nα -Butoxycarbonyl-Nim -benzyl-L-histidyl-O-benzyl-L-tyrosyl-O-benzyl-L-seryl-L-histidyl-D-alanine methyl ester, 0.3 g., (Example 18) is treated with 200 ml. of methanol and 5 ml. of ethylamine at room temperature for three days. The above named product is isolated after evaporation of the solvent and the chromatographing of the residue on a silica gel column with ten percent methanol in benzene; 0.21 g.; m.p. 83°-88° C. The reactants are C1CCOC1, C[Si](C)(C)C=[N+]=[N-], CO, Nc1ncccc1C(=O)O. Product: COC(=O)c1cccnc1N. RXN SMILES: [CH2:20]1[O:21][CH2:22][CH2:23][CH2:24]1.[CH3:11][Si:12]([CH:13]=[N+:14]=[N-:15])([CH3:16])[CH3:17].[CH3:18][OH:19].[NH2:1][c:2]1[c:3]([C:4](=[O:5])[OH:6])[cH:7][cH:8][cH:9][n:10]1>>[NH2:1][c:2]1[c:3]([C:4]([O:5][CH3:11])=[O:6])[cH:7][cH:8][cH:9][n:10]1.